This data is from the Open Reaction Database (ORD), a public repository of structured organic reaction records. The task is: describe an organic reaction: reactants, conditions, products, and yield Reactants: F[B-](F)(F)F, CNCc1ccccc1, CN(C)C=O, O=C(O)c1cc2cc(C(=O)N3CCN(C4CCCC4)CC3)ccc2[nH]1, CCN(C(C)C)C(C)C, Cl, CN(C)C(On1nnc2ccccc21)=[N+](C)C. Yields the product CN(Cc1ccccc1)C(=O)c1cc2cc(C(=O)N3CCN(C4CCCC4)CC3)ccc2[nH]1. Reaction SMILES: [B-:27]([F:28])([F:29])([F:30])[F:31].[CH3:49][NH:50][CH2:51][c:52]1[cH:53][cH:54][cH:55][cH:56][cH:57]1.[CH3:67][N:68]([CH3:69])[CH:70]=[O:71].[CH:1]1([N:6]2[CH2:7][CH2:8][N:9]([C:12](=[O:13])[c:14]3[cH:15][c:16]4[cH:17][c:18]([C:23](=[O:24])[OH:25])[nH:19][c:20]4[cH:21][cH:22]3)[CH2:10][CH2:11]2)[CH2:2][CH2:3][CH2:4][CH2:5]1.[CH:58]([N:59]([CH2:60][CH3:61])[CH:62]([CH3:63])[CH3:64])([CH3:65])[CH3:66].[ClH:26].[n:32]1([O:33][C:34]([N:35]([CH3:36])[CH3:37])=[N+:38]([CH3:39])[CH3:40])[c:41]2[cH:42][cH:43][cH:44][cH:45][c:46]2[n:47][n:48]1>>[CH:1]1([N:6]2[CH2:7][CH2:8][N:9]([C:12](=[O:13])[c:14]3[cH:15][c:16]4[cH:17][c:18]([C:23](=[O:25])[N:50]([CH3:49])[CH2:51][c:52]5[cH:53][cH:54][cH:55][cH:56][cH:57]5)[nH:19][c:20]4[cH:21][cH:22]3)[CH2:10][CH2:11]2)[CH2:2][CH2:3][CH2:4][CH2:5]1.